Dataset: the Open Reaction Database (ORD), a public repository of structured organic reaction records. Task: describe an organic reaction: reactants, conditions, products, and yield The reactants are CC1C(C2=CC=C(C=C2C1)CC(C)C)=O (2-Methyl-5-isobutyl-1-indanone), [BH4-].[Na+] (NaBH4). Yields the product CC=1CC2=CC(=CC=C2C1)CC(C)C (2-Methyl-6-isobutylindene). Isolated yield 93.9%. As a reaction SMILES: [CH3:1][CH:2]1[CH2:10][C:9]2[C:4](=[CH:5][CH:6]=[C:7]([CH2:11][CH:12]([CH3:14])[CH3:13])[CH:8]=2)[C:3]1=O.[BH4-].[Na+]>>[CH3:1][C:2]1[CH2:10][C:9]2[C:4]([CH:3]=1)=[CH:5][CH:6]=[C:7]([CH2:11][CH:12]([CH3:14])[CH3:13])[CH:8]=2 |f:1.2|. Reported procedure: Analogously to Example D, 8.3 g (41 mmol) of 2-methyl-5-isobutyl-1-indanone (7) were reduced with 2.4 g (62 mmol) of NaBH4. The alcohol, which was not purified further, was then further reacted in the presence of 0.4 g of p-toluenesulfonic acid in 100 ml of toluene at 80° C. Chromatography on 400 g of silica gel (hexane) gave 7.17 g (95%) of 2-methyl-6-insobutylindene (8). Starting materials: [Si](C)(C)(C(C)(C)C)OC=1C=C2C=CC(=CC2=CC1)C(=O)OC (methyl 6-tert-butyldimethylsilyloxy-2-naphthoate), N1C=NC=C1 (imidazole), OC1=CC=2C(C3=CC=CC=C3C2C=C1)=O (2-hydroxy-9-fluorenone), [Si](C)(C)(C(C)(C)C)Cl (tert-butyldimethylsilyl chloride). The solvent is CN(C)C=O (DMF), CN(C)C=O (DMF). Yields the product [Si](C)(C)(C(C)(C)C)OC1=CC=2C(C3=CC=CC=C3C2C=C1)=O (2-tert-Butyldimethylsilyloxy-9H-fluoren-9-one). The yield is 84.0%. Reaction SMILES: [Si:1]([O:8][C:9]1[CH:10]=[C:11]2[C:16](=[CH:17][CH:18]=1)[CH:15]=[C:14]([C:19]([O:21]C)=O)[CH:13]=[CH:12]2)([C:4]([CH3:7])([CH3:6])[CH3:5])([CH3:3])[CH3:2].N1[CH:27]=[CH:26]N=C1.OC1C=CC2C3C(=CC=CC=3)C(=O)C=2C=1.[Si](Cl)(C(C)(C)C)(C)C>CN(C=O)C>[Si:1]([O:8][C:9]1[CH:10]=[CH:11][C:16]2[C:15]3[C:14](=[CH:13][CH:12]=[CH:26][CH:27]=3)[C:19](=[O:21])[C:17]=2[CH:18]=1)([C:4]([CH3:7])([CH3:5])[CH3:6])([CH3:3])[CH3:2]. Procedure: The procedure for this reaction was the same as described above for methyl 6-tert-butyldimethylsilyloxy-2-naphthoate. A solution of imidazole (0.5 g, 7.4 mmol) in 2 mL of dry DMF was added to a solution of 2-hydroxy-9-fluorenone (Aldrich, 0.55 g, 2.8 mmol) and tert-butyldimethylsilyl chloride (0.5 g, 3.3 mmol) in 5 ML of dry DMF to give after workup 0.74 g (84%) of a yellow oil: 1H NMR (CDCl3) delta 7.612-6.891 (m, 7H), 0.994 (s, 9H), 0.224 (s, 6H); 13C NMR (CDCl3 delta 193.69, 157.04, 144.87, 1... Starting materials: Cc1ccccc1, O=C(Cl)CCl, O, Cc1ccc(S(=O)(=O)O)cc1, c1ccc(C2(c3ccccc3)NCCc3ccccc32)cc1. Yields the product O=C(CCl)N1CCc2ccccc2C1(c1ccccc1)c1ccccc1. As a reaction SMILES: [CH3:40][c:41]1[cH:42][cH:43][cH:44][cH:45][cH:46]1.[Cl:1][CH2:2][C:3](=[O:4])[Cl:5].[OH2:28].[c:29]1([CH3:30])[cH:31][cH:32][c:33]([S:34]([OH:35])(=[O:36])=[O:37])[cH:38][cH:39]1.[c:6]1([C:12]2([c:22]3[cH:23][cH:24][cH:25][cH:26][cH:27]3)[NH:13][CH2:14][CH2:15][c:16]3[cH:17][cH:18][cH:19][cH:20][c:21]32)[cH:7][cH:8][cH:9][cH:10][cH:11]1>>[Cl:1][CH2:2][C:3](=[O:4])[N:13]1[C:12]([c:6]2[cH:7][cH:8][cH:9][cH:10][cH:11]2)([c:22]2[cH:23][cH:24][cH:25][cH:26][cH:27]2)[c:21]2[c:16]([cH:17][cH:18][cH:19][cH:20]2)[CH2:15][CH2:14]1. Starting materials: BrC=1C(=NC(=NC1)N1CCN(CC1)C(=O)OC(C)(C)C)N=CNO (tert-butyl 4-(5-bromo-4-(((hydroxyamino)methylene)amino)pyrimidin-2-yl)piperazine-1-carboxylate), polyphosphoric acid. Run in [OH-].[K+] (KOH). Run at temperature 100 celsius, time 8 hour. The product is BrC=1C=2N(C(=NC1)N1CCNCC1)N=CN2 (8-Bromo-5-(piperazin-1-yl)-[1,2,4]triazolo[1,5-c]pyrimidine). The yield is 38.7%. RXN SMILES: [Br:1][C:2]1[C:3]([N:21]=[CH:22][NH:23]O)=[N:4][C:5]([N:8]2[CH2:13][CH2:12][N:11](C(OC(C)(C)C)=O)[CH2:10][CH2:9]2)=[N:6][CH:7]=1>[OH-].[K+]>[Br:1][C:2]1[C:3]2[N:4]([N:23]=[CH:22][N:21]=2)[C:5]([N:8]2[CH2:13][CH2:12][NH:11][CH2:10][CH2:9]2)=[N:6][CH:7]=1 |f:1.2|. Procedure details: A 100 mL round bottom flask was charged with tert-butyl 4-(5-bromo-4-(((hydroxyamino)methylene)amino)pyrimidin-2-yl)piperazine-1-carboxylate (1.1 g) and polyphosphoric acid (20 g). The resulting mixture was stirred at 100° C. overnight. Work-up: the reaction mixture was carefully diluted with saturated aqueous KOH (300 mL) and then extracted with CH2Cl2 (100 mL×3). The combined organic layers were dried over anhydrous Na2SO4 and concentrated in vacuo. The residue was purified by flash column chr... The reactants are [Br-], [K+], O=N[O-], NC(CC1CCCCC1)C(=O)O, [Na+], O, O=S(=O)(O)O. Product: O=C(O)C(Br)CC1CCCCC1. As a reaction SMILES: [Br-:18].[K+:17].[N:1]([O-:2])=[O:3].[NH2:5][CH:6]([C:7](=[O:8])[OH:9])[CH2:10][CH:11]1[CH2:12][CH2:13][CH2:14][CH2:15][CH2:16]1.[Na+:4].[OH2:24].[S:19](=[O:20])(=[O:21])([OH:22])[OH:23]>>[CH:6]([C:7](=[O:8])[OH:9])([CH2:10][CH:11]1[CH2:12][CH2:13][CH2:14][CH2:15][CH2:16]1)[Br:18].